Dataset: the Open Reaction Database (ORD), a public repository of structured organic reaction records. Task: describe an organic reaction: reactants, conditions, products, and yield Starting materials: C1(CC1)C=1C(=CC(=C(C(=O)O)C1)F)OC[C@@H]1CC[C@H](CC1)C(F)(F)F (trans-5-cyclopropyl-2-fluoro-4-((4-(trifluoromethyl)cyclohexyl)-methoxy)benzoic acid), N1(CCC1)S(=O)(=O)N (azetidine-1-sulfonamide), C1(CC1)S(=O)(=O)N (cyclopropanesulfonamide). Product: C1(CC1)C=1C(=CC(=C(C(=O)NS(=O)(=O)C2CC2)C1)F)OC[C@@H]1CC[C@H](CC1)C(F)(F)F (trans-5-cyclopropyl-N-(cyclopropylsulfonyl)-2-fluoro-4-((4-(trifluoromethyl)-cyclohexyl)methoxy)benzamide). Reaction SMILES: [CH:1]1([C:4]2[C:5]([O:14][CH2:15][C@H:16]3[CH2:21][CH2:20][C@H:19]([C:22]([F:25])([F:24])[F:23])[CH2:18][CH2:17]3)=[CH:6][C:7]([F:13])=[C:8]([CH:12]=2)[C:9]([OH:11])=O)[CH2:3][CH2:2]1.N1(S(N)(=O)=O)CCC1.[CH:34]1([S:37]([NH2:40])(=[O:39])=[O:38])[CH2:36][CH2:35]1>>[CH:1]1([C:4]2[C:5]([O:14][CH2:15][C@H:16]3[CH2:17][CH2:18][C@H:19]([C:22]([F:25])([F:23])[F:24])[CH2:20][CH2:21]3)=[CH:6][C:7]([F:13])=[C:8]([CH:12]=2)[C:9]([NH:40][S:37]([CH:34]2[CH2:36][CH2:35]2)(=[O:39])=[O:38])=[O:11])[CH2:3][CH2:2]1. Procedure details: Following the procedure as described in Example 226 step 4, and making variations as required to replace 5-cyclopropyl-4-((4,4-difluoroadamantan-1-yl)methoxy)-2-fluorobenzoic with trans-5-cyclopropyl-2-fluoro-4-((4-(trifluoromethyl)cyclohexyl)-methoxy)benzoic acid and to replace azetidine-1-sulfonamide with cyclopropanesulfonamide, the title compound was obtained (0.15 g, 81%) as a colorless solid: 1H NMR (300 MHz, DMSO-d6) δ 11.82 (s, 1H), 7.12 (d, J=8.3 Hz, 1H), 6.96 (d, J=13.0 Hz, 1H), 3.92 (... Reactants: S1C(=CC=2CN(CCC21)C(=O)OC(C)(C)C)C(=O)OCC (5-tert-butyl 2-ethyl 6,7-dihydrothieno[3,2-c]pyridine-2,5(4H)-dicarboxylate), ice water, [H-].[Al+3].[Li+].[H-].[H-].[H-] (lithium aluminium hydride), C(C)(=O)OCC.CCCCCC (ethyl acetate hexane). Solvent: O1CCCC1 (tetrahydrofuran), O1CCCC1 (Tetrahydrofuran). Run at time 12.5 minute. Yields the product OCC1=CC=2CN(CCC2S1)C(=O)OC(C)(C)C (tert-Butyl 6,7-dihydro-2-(hydroxymethyl)thieno[3,2-c]pyridine-5(4H)-carboxylate). Reaction SMILES: [H-].[Al+3].[Li+].[H-].[H-].[H-].[S:7]1[C:15]2[CH2:14][CH2:13][N:12]([C:16]([O:18][C:19]([CH3:22])([CH3:21])[CH3:20])=[O:17])[CH2:11][C:10]=2[CH:9]=[C:8]1[C:23](OCC)=[O:24].C(OCC)(=O)C.CCCCCC>O1CCCC1>[OH:24][CH2:23][C:8]1[S:7][C:15]2[CH2:14][CH2:13][N:12]([C:16]([O:18][C:19]([CH3:22])([CH3:21])[CH3:20])=[O:17])[CH2:11][C:10]=2[CH:9]=1 |f:0.1.2.3.4.5,7.8|. Reported procedure: Tetrahydrofuran (10 ml) was added dropwise to lithium aluminium hydride (0.46 g, 2 eq.) at 0° C. and the mixture was stirred for 10-15 min at the same temperature. Then a solution of 5-tert-butyl 2-ethyl 6,7-dihydrothieno[3,2-c]pyridine-2,5(4H)-dicarboxylate (2 g, 0.006 mol) in tetrahydrofuran (10 ml) was added dropwise to the mixture at 0° C. and the resulting reaction mixture was stirred for 1-2 h at the same temperature. Progress of the reaction was monitored by TLC (30% ethyl acetate/hexane)... The reactants are COc1ccccc1CNc1ccc2cc(Br)ccc2n1, Nc1cccc(CCO)c1. The product is COc1ccccc1CNc1ccc2cc(Nc3cccc(CCO)c3)ccc2n1. RXN SMILES: [Br:1][c:2]1[cH:3][c:4]2[cH:5][cH:6][c:7]([NH:12][CH2:13][c:14]3[c:15]([O:20][CH3:21])[cH:16][cH:17][cH:18][cH:19]3)[n:8][c:9]2[cH:10][cH:11]1.[OH:22][CH2:23][CH2:24][c:25]1[cH:26][c:27]([NH2:28])[cH:29][cH:30][cH:31]1>>[c:2]1([NH:28][c:27]2[cH:26][c:25]([CH2:24][CH2:23][OH:22])[cH:31][cH:30][cH:29]2)[cH:3][c:4]2[cH:5][cH:6][c:7]([NH:12][CH2:13][c:14]3[c:15]([O:20][CH3:21])[cH:16][cH:17][cH:18][cH:19]3)[n:8][c:9]2[cH:10][cH:11]1. The reactants are Cl.C1(CC1)COC1=C(C=CC(=C1)OC)C=1C2=C(N=CN1)C(=C(N2)C)C(=O)N[C@H]2CNCC2 (4-[2-(cyclopropylmethoxy)-4-methoxyphenyl]-6-methyl-N-[(3R)-pyrrolidin-3-yl]-5H-pyrrolo[3,2-d]pyrimidine-7-carboxamide hydrochloride), C(C)(=O)O[C@H](C(=O)Cl)C ((2S)-1-chloro-1-oxopropan-2-yl acetate). Product: C1(CC1)COC1=C(C=CC(=C1)OC)C=1C2=C(N=CN1)C(=C(N2)C)C(=O)N[C@H]2CN(CC2)C([C@H](C)O)=O (4-[2-(Cyclopropylmethoxy)-4-methoxyphenyl]-N-{(3R)-1-[(2S)-2-hydroxypropanoyl]pyrrolidin-3-yl}-6-methyl-5H-pyrrolo[3,2-d]pyrimidine-7-carboxamide). RXN SMILES: Cl.[CH:2]1([CH2:5][O:6][C:7]2[CH:12]=[C:11]([O:13][CH3:14])[CH:10]=[CH:9][C:8]=2[C:15]2[C:16]3[NH:23][C:22]([CH3:24])=[C:21]([C:25]([NH:27][C@@H:28]4[CH2:32][CH2:31][NH:30][CH2:29]4)=[O:26])[C:17]=3[N:18]=[CH:19][N:20]=2)[CH2:4][CH2:3]1.C([O:36][C@@H:37]([CH3:41])[C:38](Cl)=[O:39])(=O)C>>[CH:2]1([CH2:5][O:6][C:7]2[CH:12]=[C:11]([O:13][CH3:14])[CH:10]=[CH:9][C:8]=2[C:15]2[C:16]3[NH:23][C:22]([CH3:24])=[C:21]([C:25]([NH:27][C@@H:28]4[CH2:32][CH2:31][N:30]([C:38](=[O:39])[C@@H:37]([OH:36])[CH3:41])[CH2:29]4)=[O:26])[C:17]=3[N:18]=[CH:19][N:20]=2)[CH2:4][CH2:3]1 |f:0.1|. Reported procedure: Starting from 4-[2-(cyclopropylmethoxy)-4-methoxyphenyl]-6-methyl-N-[(3R)-pyrrolidin-3-yl]-5H-pyrrolo[3,2-d]pyrimidine-7-carboxamide hydrochloride (example D.f21) and commercially available (2S)-1-chloro-1-oxopropan-2-yl acetate the title compound is obtained as colorless solid. Starting materials: Br, COC(=O)N1CCC(c2cc(=O)[nH]o2)CC1Cc1cc(C(C)(C)C)cc(C(C)(C)C)c1, CC(=O)O. Yields the product CC(C)(C)c1cc(CC2CC(c3cc(=O)[nH]o3)CCN2)cc(C(C)(C)C)c1. As a reaction SMILES: [BrH:36].[C:1]([CH3:2])([CH3:3])([CH3:4])[c:5]1[cH:6][c:7]([CH2:8][CH:9]2[N:10]([C:21]([O:22][CH3:23])=[O:24])[CH2:11][CH2:12][CH:13]([c:15]3[cH:16][c:17](=[O:20])[nH:18][o:19]3)[CH2:14]2)[cH:25][c:26]([C:28]([CH3:29])([CH3:30])[CH3:31])[cH:27]1.[CH3:32][C:33](=[O:34])[OH:35]>>[C:1]([CH3:2])([CH3:3])([CH3:4])[c:5]1[cH:6][c:7]([CH2:8][CH:9]2[NH:10][CH2:11][CH2:12][CH:13]([c:15]3[cH:16][c:17](=[O:20])[nH:18][o:19]3)[CH2:14]2)[cH:25][c:26]([C:28]([CH3:29])([CH3:30])[CH3:31])[cH:27]1. The reactants are COC([C@H](CCC(=O)OC(C)(C)C)NC(=O)NC1=CC=CC2=CC(=CC=C12)O)=O ((S)-2-[3-(6-Hydroxy-naphthalen-1-yl)-ureido]-pentanedioic acid 5-tert-butyl ester 1-methyl ester), [OH-].[K+] (potassium hydroxide). The solvent is O (water). Conditions: temperature 50 celsius, time 36 hour. Yields the product C(C)(C)(C)OC(CC[C@@H](C(=O)O)NC(=O)NC1=CC=CC2=CC(=CC=C12)O)=O ((S)-2-[3-(6-Hydroxy-naphthalen-1-yl)-ureido]-pentanedioic acid 5-tert-butyl ester). Yield: 62.0%. Reaction SMILES: C[O:2][C:3](=[O:29])[C@@H:4]([NH:14][C:15]([NH:17][C:18]1[C:27]2[C:22](=[CH:23][C:24]([OH:28])=[CH:25][CH:26]=2)[CH:21]=[CH:20][CH:19]=1)=[O:16])[CH2:5][CH2:6][C:7]([O:9][C:10]([CH3:13])([CH3:12])[CH3:11])=[O:8].[OH-].[K+]>O>[C:10]([O:9][C:7](=[O:8])[CH2:6][CH2:5][C@H:4]([NH:14][C:15]([NH:17][C:18]1[C:27]2[C:22](=[CH:23][C:24]([OH:28])=[CH:25][CH:26]=2)[CH:21]=[CH:20][CH:19]=1)=[O:16])[C:3]([OH:29])=[O:2])([CH3:13])([CH3:11])[CH3:12] |f:1.2|. Procedure details: To the methyl ester from Step 1 above (5 mmol, 2.0 g) was added potassium hydroxide (5 mmol, 0.28 g) in water (7 mL), and heated at 50° C. After stirring for 36 hours, the reaction mixture was evaporated to dryness, the residue was dissolved in water (15 mL), acidified to pH≈5 using 0.50 N hydrochloric acid, extracted with the ethyl acetate (4×50 mL), and dried to provide product as a light brown oil (1.20 g, 62%). Reaction SMILES: [Br:1][c:2]1[cH:3][cH:4][c:5]([C:8]([CH:9]=[O:10])=[CH:11][c:12]2[o:13][c:14]([N+:17](=[O:18])[O-:19])[cH:15][cH:16]2)[cH:6][cH:7]1.[CH3:25][OH:26].[CH3:28][C:29](=[O:30])[O-:31].[CH3:32][C:33](=[O:34])[OH:35].[NH2:20][NH:21][C:22](=[S:23])[NH2:24].[Na+:27]>>[Br:1][c:2]1[cH:3][cH:4][c:5]([C:8]([CH:9]=[N:20][NH:21][C:22](=[S:23])[NH2:24])=[CH:11][c:12]2[o:13][c:14]([N+:17](=[O:18])[O-:19])[cH:15][cH:16]2)[cH:6][cH:7]1. Yields the product NC(=S)NN=CC(=Cc1ccc([N+](=O)[O-])o1)c1ccc(Br)cc1. The reactants are O=CC(=Cc1ccc([N+](=O)[O-])o1)c1ccc(Br)cc1, CO, CC(=O)[O-], CC(=O)O, NNC(N)=S, [Na+].